From a dataset of the Open Reaction Database (ORD), a public repository of structured organic reaction records. describe an organic reaction: reactants, conditions, products, and yield Starting materials: CC1=NOC(=C1)CC(=O)OC (methyl (3-methyl-1,2-oxazol-5-yl)acetate), IN1C(CCC1=O)=O (N-iodosuccinimide). The solvent is FC(C(=O)O)(F)F (trifluoroacetic acid). Conditions: temperature 65 celsius. Yields the product IC=1C(=NOC1CC(=O)OC)C (Methyl (4-iodo-3-methyl-1,2-oxazol-5-yl)acetate). The yield is 72.4%. Reaction SMILES: [CH3:1][C:2]1[CH:6]=[C:5]([CH2:7][C:8]([O:10][CH3:11])=[O:9])[O:4][N:3]=1.[I:12]N1C(=O)CCC1=O>FC(F)(F)C(O)=O>[I:12][C:6]1[C:2]([CH3:1])=[N:3][O:4][C:5]=1[CH2:7][C:8]([O:10][CH3:11])=[O:9]. Procedure: To a sealed tube fitted with magnetic stirrer was charged methyl (3-methyl-1,2-oxazol-5-yl)acetate (0.9 g, 5.8 mmol) and N-iodosuccinimide (2.61 g, 11.6 mmol) in 10 mL trifluoroacetic acid. The reaction mixture was heated at 65° C. for 3 h. The RM was quenched with NaHCO3 solution (25 mL) and extracted with ethyl acetate (30 mL). The organic layer was washed with water (30 mL) and saturated brine solution (30 mL). The organic layer was dried over anhydrous Na2SO4 and the solvent was removed unde... The reactants are ClC=1C=C(C(=O)O)C=CC1O (3-chloro-4-hydroxybenzoic acid), Cl (hydrochloric acid), C(CCCCC)Br (hexylbromide), [OH-].[K+] (potassium hydroxide), [OH-].[K+] (potassium hydroxide). Run in C(C)O (ethanol). Yields the product ClC=1C=C(C(=O)O)C=CC1OCCCCCC (3-chloro-4-n-hexyloxybenzoic acid). Isolated yield 77.7%. As a reaction SMILES: [CH2:1](Br)[CH2:2][CH2:3][CH2:4][CH2:5][CH3:6].[OH-].[K+].Cl.[Cl:11][C:12]1[CH:13]=[C:14]([CH:18]=[CH:19][C:20]=1[OH:21])[C:15]([OH:17])=[O:16]>C(O)C>[Cl:11][C:12]1[CH:13]=[C:14]([CH:18]=[CH:19][C:20]=1[O:21][CH2:1][CH2:2][CH2:3][CH2:4][CH2:5][CH3:6])[C:15]([OH:17])=[O:16] |f:1.2|. Reported procedure: In accordance with step (2) of the reaction system 1.73 g of material A was dissolved in 50 ml of ethanol. 3.3 g of hexylbromide and potassium hydroxide (1.2 g KOH+5 ml H2O) was added and the mixture heated under reflux conditions for 10 hours. Following reflux, a 10% potassium hydroxide solution was added and the mixture refluxed for 2 hours. The mixture was hydrolyzed and then added to dilute hydrochloric acid to promote crystalization. The crystals were washed with water to yield 2 g of 3-chl... Reactants: ice H2O, FC(C(=O)O)(F)F (trifluoroacetic acid), C1(=CC=CC=C1)OC (anisole), NC=1SC=C(N1)/C(/C(=O)NC1[C@@H]2N(C(=C(CS2)C2=C(C(C2=O)=O)N)C(=O)OC(C2=CC=CC=C2)C2=CC=CC=C2)C1=O)=N/OC (Diphenylmethyl 7-[2-(2-aminothiazol-4-yl)-(Z)-2-methoxyiminoacetamido]-3-(2-amino-3,4-dioxo-1-cyclobutenyl)-3-cephem-4-carboxylate). Solvent: P(=O)([O-])([O-])[O-].[NH4+].[NH4+].[NH4+] (ammonium phosphate). Conditions: time 0.33 hour. The product is NC=1SC=C(N1)/C(/C(=O)NC1[C@@H]2N(C(=C(CS2)C2=C(C(C2=O)=O)N)C(=O)O)C1=O)=N/OC (7-[2-(2-Aminothiazol-4-yl)-(Z)-2-methoxyiminoacetamido]-3-(2-amino-3,4-dioxo-1-cyclobutenyl)-3-cephem-4-carboxylic acid). Yield: 52.0%. As a reaction SMILES: [NH2:1][C:2]1[S:3][CH:4]=[C:5](/[C:7](=[N:43]/[O:44][CH3:45])/[C:8]([NH:10][CH:11]2[C:41](=[O:42])[N:13]3[C:14]([C:25]([O:27]C(C4C=CC=CC=4)C4C=CC=CC=4)=[O:26])=[C:15]([C:18]4[C:21](=[O:22])[C:20](=[O:23])[C:19]=4[NH2:24])[CH2:16][S:17][C@H:12]23)=[O:9])[N:6]=1.FC(F)(F)C(O)=O.C1(OC)C=CC=CC=1>P([O-])([O-])([O-])=O.[NH4+].[NH4+].[NH4+]>[NH2:1][C:2]1[S:3][CH:4]=[C:5](/[C:7](=[N:43]/[O:44][CH3:45])/[C:8]([NH:10][CH:11]2[C:41](=[O:42])[N:13]3[C:14]([C:25]([OH:27])=[O:26])=[C:15]([C:18]4[C:21](=[O:22])[C:20](=[O:23])[C:19]=4[NH2:24])[CH2:16][S:17][C@H:12]23)=[O:9])[N:6]=1 |f:3.4.5.6|. Procedure details: Diphenylmethyl 7-[2-(2-aminothiazol-4-yl)-(Z)-2-methoxyiminoacetamido]-3-(2-amino-3,4-dioxo-1-cyclobutenyl)-3-cephem-4-carboxylate (400 mg) was added to a stirred, cooled (ice/H2O bath) solution of trifluoroacetic acid (6 mL) and anisole (0.5 mL). The cooling bath was removed and the solution stirred for 0.33 hr at ambient temperatures. The solution was concentrated and the residue macerated with methylene chloride to afford a yellow solid. The solid was dissolved in 0.05M (pH 6.5) ammonium phos... Starting materials: ClC1=C(C(=NC=C1F)C=O)F (4-chloro-3,5-difluoropicolinaldehyde), NN (hydrazine). Solvent: CCCCO (n-BuOH). Run at temperature 110 celsius. Yields the product ClC1=C2C(=NC=C1F)C=NN2 (7-chloro-6-fluoro-1H-pyrazolo[4,3-b]pyridine). Reaction SMILES: [Cl:1][C:2]1[C:7]([F:8])=[CH:6][N:5]=[C:4]([CH:9]=O)[C:3]=1F.[NH2:12][NH2:13]>CCCCO>[Cl:1][C:2]1[C:7]([F:8])=[CH:6][N:5]=[C:4]2[CH:9]=[N:12][NH:13][C:3]=12. Procedure details: To a solution of 4-chloro-3,5-difluoropicolinaldehyde (533 mg, 3.0 mmol) in n-BuOH (15 mL) was added hydrazine (0.113 mL, 3.60 mmol) and the reaction was heated at 110° C. for 22 hours. The reaction mixture was cooled, concentrated and the residue was dissolved in EtOAc (100 mL) and washed with saturated Na2CO3 solution, dried over Na2SO4, and evaporated to give a residue which was purified by silica gel column chromatography eluted with hexanes/EtOAc (0-100%) to give the title compound. MS [M+H...